Dataset: the Open Reaction Database (ORD), a public repository of structured organic reaction records. Task: describe an organic reaction: reactants, conditions, products, and yield Reactants: C(C1=CC=CC=C1)OC=1C=C(C(=O)NC2=C(C=CC=C2)S(N)(=O)=O)C=CC1 (3-benzyloxy-N-(2-sulfamoylphenyl)benzamide), C(OC1=CC=CC=C1)(=O)Cl (phenyl chlorocarbonate). The reagents and catalysts are CN(C1=CC=NC=C1)C (4-dimethylaminopyridine). The solvent is O1CCCC1 (tetrahydrofuran). Run at time 1 hour. Product: C(C1=CC=CC=C1)OC=1C=C(C(=O)NC2=C(C=CC=C2)S(=O)(=O)NC(=O)OC2=CC=CC=C2)C=CC1 (3-Benzyloxy-N-[2-[(phenyloxycarbonylamino)sulfonyl]phenyl]benzamide). Yield: 76.5%. Reaction SMILES: [C:1](Cl)(=[O:9])[O:2][C:3]1[CH:8]=[CH:7][CH:6]=[CH:5][CH:4]=1.[CH2:11]([O:18][C:19]1[CH:20]=[C:21]([CH:35]=[CH:36][CH:37]=1)[C:22]([NH:24][C:25]1[CH:30]=[CH:29][CH:28]=[CH:27][C:26]=1[S:31](=[O:34])(=[O:33])[NH2:32])=[O:23])[C:12]1[CH:17]=[CH:16][CH:15]=[CH:14][CH:13]=1>CN(C)C1C=CN=CC=1.O1CCCC1>[CH2:11]([O:18][C:19]1[CH:20]=[C:21]([CH:35]=[CH:36][CH:37]=1)[C:22]([NH:24][C:25]1[CH:30]=[CH:29][CH:28]=[CH:27][C:26]=1[S:31]([NH:32][C:1]([O:2][C:3]1[CH:8]=[CH:7][CH:6]=[CH:5][CH:4]=1)=[O:9])(=[O:34])=[O:33])=[O:23])[C:12]1[CH:13]=[CH:14][CH:15]=[CH:16][CH:17]=1. Reported procedure: In a stream of nitrogen and at 0° C., 0.36 ml (2.87 mmol) of phenyl chlorocarbonate was added to an anhydrous tetrahydrofuran (10 ml) solution containing 1 g (2.60 mmol) of 3-benzyloxy-N-(2-sulfamoylphenyl)benzamide produced in Reference Example 1 and 702 mg (5.75 mmol) of 4-dimethylaminopyridine, the mixture was stirred at room temperature for 1 hour and then the solvent was evaporated under reduced pressure. The resulting residue was dissolved in ethyl acetate, washed with water, a potassium h... The reagents and catalysts are C=1C=CC(=CC1)/C=C/C(=O)/C=C/C2=CC=CC=C2.C=1C=CC(=CC1)/C=C/C(=O)/C=C/C2=CC=CC=C2.C=1C=CC(=CC1)/C=C/C(=O)/C=C/C2=CC=CC=C2.[Pd].[Pd] (Pd2(dba)3). The product is CN1N=CC(=C1)C1=CC=C(C=N1)CO ([6-(1-methyl-1H-pyrazol-4-yl)pyridin-3-yl]methanol). Conditions: temperature 140 celsius. RXN SMILES: Cl[C:2]1[N:7]=[CH:6][C:5]([CH2:8][OH:9])=[CH:4][CH:3]=1.[CH3:10][N:11]1[CH:15]=[C:14](B2OC(C)(C)C(C)(C)O2)[CH:13]=[N:12]1.C1(P(C2CCCCC2)C2CCCCC2)CCCCC1.P([O-])([O-])([O-])=O.[K+].[K+].[K+]>C1C=CC(/C=C/C(/C=C/C2C=CC=CC=2)=O)=CC=1.C1C=CC(/C=C/C(/C=C/C2C=CC=CC=2)=O)=CC=1.C1C=CC(/C=C/C(/C=C/C2C=CC=CC=2)=O)=CC=1.[Pd].[Pd].O1CCOCC1>[CH3:10][N:11]1[CH:15]=[C:14]([C:2]2[N:7]=[CH:6][C:5]([CH2:8][OH:9])=[CH:4][CH:3]=2)[CH:13]=[N:12]1 |f:3.4.5.6,7.8.9.10.11|. Solvent: O1CCOCC1 (dioxane). The reactants are P(=O)([O-])([O-])[O-].[K+].[K+].[K+] (potassium phosphate), ClC1=CC=C(C=N1)CO ((6-chloropyridin-3-yl)methanol), CN1N=CC(=C1)B1OC(C(O1)(C)C)(C)C (1-methyl-4-(4,4,5,5-tetramethyl-1,3,2-dioxaborolan-2-yl)-1h-pyrazole), C1(CCCCC1)P(C1CCCCC1)C1CCCCC1 (tricyclohexylphosphine). Procedure: In a microwave vial containing (6-chloropyridin-3-yl)methanol (H1) (0.25 g, 1.7 mmol), 1-methyl-4-(4,4,5,5-tetramethyl-1,3,2-dioxaborolan-2-yl)-1h-pyrazole (63 mg, 0.30 mmol), Pd2(dba)3 (16 mg, 0.02 mmol), and tricyclohexylphosphine (12 mg, 0.04 mmol) was added 7.0 mL of dioxane and 2.3 mL 1.7 M aqueous tribasic potassium phosphate. The reaction was heated to 140° C. in a microwave reactor for 1.5 h. The reaction mixture was extracted with ethyl acetate, dried over sodium sulfate, filtered, and ... The reactants are CCSC1CCC(=O)N1, CCCCCC, [Li]CCCC, C1CCOC1, O=S(=O)(Cl)c1ccccc1. Yields the product CCSC1CCC(=O)N1S(=O)(=O)c1ccccc1. As a reaction SMILES: [CH2:1]([CH3:2])[S:3][CH:4]1[CH2:5][CH2:6][C:7](=[O:9])[NH:8]1.[CH3:30][CH2:31][CH2:32][CH2:33][CH2:34][CH3:35].[Li:10][CH2:11][CH2:12][CH2:13][CH3:14].[O:25]1[CH2:26][CH2:27][CH2:28][CH2:29]1.[c:15]1([S:21](=[O:22])(=[O:23])[Cl:24])[cH:16][cH:17][cH:18][cH:19][cH:20]1>>[CH2:1]([CH3:2])[S:3][CH:4]1[CH2:5][CH2:6][C:7](=[O:9])[N:8]1[S:21]([c:15]1[cH:16][cH:17][cH:18][cH:19][cH:20]1)(=[O:22])=[O:23]. The reactants are OC1=C(C(=O)OC)C=CC=C1NC(=O)C=1NC2=CC=CC=C2C1 (Methyl 2-hydroxy-3-(1H-indole-2-carboxamido)benzoate), O.CC1=CC=C(C=C1)S(=O)(=O)O (4-methylbenzenesulfonic acid monohydrate). Solvent: C=1(C(=CC=CC1)C)C (xylene). Product: N1C(=CC2=CC=CC=C12)C=1OC2=C(N1)C=CC=C2C(=O)OC (methyl 2-(1H-indol-2-yl)benzo[d]oxazole-7-carboxylate). Yield: 47.9%. As a reaction SMILES: O[C:2]1[C:11]([NH:12][C:13]([C:15]2[NH:16][C:17]3[C:22]([CH:23]=2)=[CH:21][CH:20]=[CH:19][CH:18]=3)=[O:14])=[CH:10][CH:9]=[CH:8][C:3]=1[C:4]([O:6][CH3:7])=[O:5].O.CC1C=CC(S(O)(=O)=O)=CC=1>C1(C)C(C)=CC=CC=1>[NH:16]1[C:17]2[C:22](=[CH:21][CH:20]=[CH:19][CH:18]=2)[CH:23]=[C:15]1[C:13]1[O:14][C:2]2[C:3]([C:4]([O:6][CH3:7])=[O:5])=[CH:8][CH:9]=[CH:10][C:11]=2[N:12]=1 |f:1.2|. Reported procedure: Methyl 2-hydroxy-3-(1H-indole-2-carboxamido)benzoate (170 mg, 0.5 mmol) and 4-methylbenzenesulfonic acid monohydrate (400 mg, 4.0 mmol) were added to xylene (10 mL) and the mixture was stirred at reflux for 10 hr. The resulting mixture was extracted with dichloromethane (100 mL×4) and concentrated. Then the crude product was purified by column chromatography (silica gel, petroleum ether:ethyl acetate 20:1) to obtain methyl 2-(1H-indol-2-yl)benzo[d]oxazole-7-carboxylate as a solid (70 mg, yield 4... Reactants: CS(=O)(=O)c1ccc(C(CC2CCOCC2)c2ccc(-c3ccc(Br)cn3)[nH]2)cc1, C=C[Sn](CCCC)(CCCC)CCCC, Cc1ccccc1. Product: C=Cc1ccc(-c2ccc(C(CC3CCOCC3)c3ccc(S(C)(=O)=O)cc3)[nH]2)nc1. As a reaction SMILES: [Br:1][c:2]1[cH:3][cH:4][c:5](-[c:8]2[nH:9][c:10]([CH:13]([CH2:14][CH:15]3[CH2:16][CH2:17][O:18][CH2:19][CH2:20]3)[c:21]3[cH:22][cH:23][c:24]([S:27](=[O:28])(=[O:29])[CH3:30])[cH:25][cH:26]3)[cH:11][cH:12]2)[n:6][cH:7]1.[CH2:31]([CH2:32][CH2:44][CH3:45])[Sn:33]([CH2:34][CH2:35][CH2:36][CH3:37])([CH2:38][CH2:39][CH2:40][CH3:41])[CH:42]=[CH2:43].[CH3:46][c:47]1[cH:48][cH:49][cH:50][cH:51][cH:52]1>>[c:2]1([CH:31]=[CH2:32])[cH:3][cH:4][c:5](-[c:8]2[nH:9][c:10]([CH:13]([CH2:14][CH:15]3[CH2:16][CH2:17][O:18][CH2:19][CH2:20]3)[c:21]3[cH:22][cH:23][c:24]([S:27](=[O:28])(=[O:29])[CH3:30])[cH:25][cH:26]3)[cH:11][cH:12]2)[n:6][cH:7]1. Reactants: CCN(C(C)C)C(C)C, ClCCl, C1CNC(CN2CCCC2)C1, CN(C)C=O, On1nnc2ccccc21, O=C(O)c1ccc(-c2cccs2)cc1. Yields the product O=C(c1ccc(-c2cccs2)cc1)N1CCCC1CN1CCCC1. Reaction SMILES: [CH:25]([N:26]([CH2:27][CH3:28])[CH:29]([CH3:30])[CH3:31])([CH3:32])[CH3:33].[Cl:50][CH2:51][Cl:52].[NH:34]1[CH:35]([CH2:39][N:40]2[CH2:41][CH2:42][CH2:43][CH2:44]2)[CH2:36][CH2:37][CH2:38]1.[O:45]=[CH:46][N:47]([CH3:48])[CH3:49].[OH:15][n:16]1[c:17]2[c:18]([cH:19][cH:20][cH:21][cH:22]2)[n:23][n:24]1.[s:1]1[c:2](-[c:6]2[cH:7][cH:8][c:9]([C:10](=[O:11])[OH:12])[cH:13][cH:14]2)[cH:3][cH:4][cH:5]1>>[s:1]1[c:2](-[c:6]2[cH:7][cH:8][c:9]([C:10](=[O:12])[N:34]3[CH:35]([CH2:39][N:40]4[CH2:41][CH2:42][CH2:43][CH2:44]4)[CH2:36][CH2:37][CH2:38]3)[cH:13][cH:14]2)[cH:3][cH:4][cH:5]1. The reactants are C(C)OC(C(C)(C)OC1=CC=C(C=C1)OCCC=1N=C(OC1C)C1=CC(=CC=C1)Br)=O (2-(4-{2-[2-(3-bromophenyl)-5-methyloxazol-4-yl]ethoxy}phenoxy)-2-methylpropionic acid ethyl ester), B(C1=CC=CC2=CC=CC=C12)(O)O (1-naphthyleneboronic acid), C(C)O (ethanol), C(=O)([O-])[O-].[Na+].[Na+] (Na2CO3), solution. Reagents/catalysts: C=1C=CC(=CC1)[P](C=2C=CC=CC2)(C=3C=CC=CC3)[Pd]([P](C=4C=CC=CC4)(C=5C=CC=CC5)C=6C=CC=CC6)([P](C=7C=CC=CC7)(C=8C=CC=CC8)C=9C=CC=CC9)[P](C=1C=CC=CC1)(C=1C=CC=CC1)C=1C=CC=CC1 (Pd(PPh3)4). The solvent is C1(=CC=CC=C1)C (toluene). Yields the product C(C)OC(C(C)(OC1=CC=C(C=C1)OCCC=1N=C(OC1C)C1=CC(=CC=C1)C1=CC=CC2=CC=CC=C12)C)=O (2-methyl-2-(4-{2-[5-methyl-2-(3-naphthalen-1-ylphenyl)oxazol-4-yl]ethoxy}phenoxy) propionic acid ethyl ester). RXN SMILES: [CH2:1]([O:3][C:4](=[O:31])[C:5]([O:8][C:9]1[CH:14]=[CH:13][C:12]([O:15][CH2:16][CH2:17][C:18]2[N:19]=[C:20]([C:24]3[CH:29]=[CH:28][CH:27]=[C:26](Br)[CH:25]=3)[O:21][C:22]=2[CH3:23])=[CH:11][CH:10]=1)([CH3:7])[CH3:6])[CH3:2].B(O)(O)[C:33]1[C:42]2[C:37](=[CH:38][CH:39]=[CH:40][CH:41]=2)[CH:36]=[CH:35][CH:34]=1.C(O)C.C([O-])([O-])=O.[Na+].[Na+]>C1(C)C=CC=CC=1.C1C=CC([P]([Pd]([P](C2C=CC=CC=2)(C2C=CC=CC=2)C2C=CC=CC=2)([P](C2C=CC=CC=2)(C2C=CC=CC=2)C2C=CC=CC=2)[P](C2C=CC=CC=2)(C2C=CC=CC=2)C2C=CC=CC=2)(C2C=CC=CC=2)C2C=CC=CC=2)=CC=1>[CH2:1]([O:3][C:4](=[O:31])[C:5]([CH3:7])([O:8][C:9]1[CH:14]=[CH:13][C:12]([O:15][CH2:16][CH2:17][C:18]2[N:19]=[C:20]([C:24]3[CH:29]=[CH:28][CH:27]=[C:26]([C:41]4[C:42]5[C:37](=[CH:36][CH:35]=[CH:34][CH:33]=5)[CH:38]=[CH:39][CH:40]=4)[CH:25]=3)[O:21][C:22]=2[CH3:23])=[CH:11][CH:10]=1)[CH3:6])[CH3:2] |f:3.4.5,^1:64,66,85,104|. Procedure: A solution of 2-(4-{2-[2-(3-bromophenyl)-5-methyloxazol-4-yl]ethoxy}phenoxy)-2-methylpropionic acid ethyl ester (433 mg, 0.907 mmol) (see Ex. 3, part F) and 1-naphthyleneboronic acid (0.998 mmol) in toluene:ethanol (18.2 mL of a 1:1 solution) was treated with Na2CO3 (aq) (0.906 mL of a 2M solution). A nitrogen atmosphere was applied, Pd(PPh3)4 (52.5 mg) was added, and the orange mixture was heated at reflux for 2 h. After cooling to room temperature, the mixture was partitioned between ethyl ace...